Dataset: the Open Reaction Database (ORD), a public repository of structured organic reaction records. Task: describe an organic reaction: reactants, conditions, products, and yield Reactants: COC1=CC=CC=C1 (methoxybenzene), Cl (hydrochloric acid), C1(=CC=CC=C1)CC(=O)Cl (phenylacetyl chloride), [Cl-].[Al+3].[Cl-].[Cl-] (aluminium chloride). Solvent: C(Cl)(Cl)Cl.CO (CHCl3 CH3OH), C(Cl)Cl (methylene chloride). Reaction conditions: time 2 hour. Yields the product COC1=CC=C(C=C1)C(CC1=CC=CC=C1)=O (1-(4'-Methoxyphenyl)-2-phenylethan-1-one). RXN SMILES: [CH3:1][O:2][C:3]1[CH:8]=[CH:7][CH:6]=[CH:5][CH:4]=1.[C:9]1([CH2:15][C:16](Cl)=[O:17])[CH:14]=[CH:13][CH:12]=[CH:11][CH:10]=1.[Cl-].[Al+3].[Cl-].[Cl-].Cl>C(Cl)(Cl)Cl.CO.C(Cl)Cl>[CH3:1][O:2][C:3]1[CH:8]=[CH:7][C:6]([C:16](=[O:17])[CH2:15][C:9]2[CH:14]=[CH:13][CH:12]=[CH:11][CH:10]=2)=[CH:5][CH:4]=1 |f:2.3.4.5,7.8|. Reported procedure: To 10.8 g (0.10 mole) methoxybenzene and 13.9 g. (0.09 mole) phenylacetyl chloride in 1.0 1. methylene chloride there are added, by small amounts, 13.3 g. (0.10 mole) aluminium chloride at room temperature and with strong agitation. The reaction mixture is agitated for a further 2 hours and then is poured onto ice and 50 ml. hydrochloric acid are added. After separation of the organic phase, the aqueous solution is shaken out twice with 500 ml. methylene chloride each time, the combined organic ... Run at temperature 80 celsius. Reagents/catalysts: C=1C=CC(=CC1)[P](C=2C=CC=CC2)(C=3C=CC=CC3)[Pd]([P](C=4C=CC=CC4)(C=5C=CC=CC5)C=6C=CC=CC6)([P](C=7C=CC=CC7)(C=8C=CC=CC8)C=9C=CC=CC9)[P](C=1C=CC=CC1)(C=1C=CC=CC1)C=1C=CC=CC1 (Pd(PPh3)4). As a reaction SMILES: [CH3:1][O:2][C:3]1[CH:8]=[CH:7][C:6]([O:9][C:10]([F:13])([F:12])[F:11])=[CH:5][C:4]=1B(O)O.Br[C:18]1[N:19]=[CH:20][C:21]([NH:25][CH2:26][C:27]2[CH:32]=[CH:31][C:30]([O:33][CH3:34])=[CH:29][CH:28]=2)=[N:22][C:23]=1[Cl:24]>C(OCC)(=O)C.C1C=CC([P]([Pd]([P](C2C=CC=CC=2)(C2C=CC=CC=2)C2C=CC=CC=2)([P](C2C=CC=CC=2)(C2C=CC=CC=2)C2C=CC=CC=2)[P](C2C=CC=CC=2)(C2C=CC=CC=2)C2C=CC=CC=2)(C2C=CC=CC=2)C2C=CC=CC=2)=CC=1>[CH3:1][O:2][C:3]1[CH:8]=[CH:7][C:6]([O:9][C:10]([F:13])([F:12])[F:11])=[CH:5][C:4]=1[C:20]1[C:21]([NH:25][CH2:26][C:27]2[CH:32]=[CH:31][C:30]([O:33][CH3:34])=[CH:29][CH:28]=2)=[N:22][C:23]([Cl:24])=[CH:18][N:19]=1 |^1:44,46,65,84|. Reactants: COC1=C(C=C(C=C1)OC(F)(F)F)B(O)O (2-methoxy-5-trifluoromethoxyphenylboronic acid), BrC=1N=CC(=NC1Cl)NCC1=CC=C(C=C1)OC ((5-bromo-6-chloropyrazin-2-yl)[(4-methoxyphenyl)methyl]amine), BrC=1N=CC(=NC1Cl)NCC1=CC=C(C=C1)OC ((5-bromo-6-chloropyrazin-2-yl)[(4-methoxyphenyl)methyl]amine), BrC=1N=CC(=NC1Cl)NCC1=CC=C(C=C1)OC ((5-bromo-6-chloropyrazin-2-yl)[(4-methoxyphenyl)methyl]amine), BrC=1N=CC(=NC1Cl)NCC1=CC=C(C=C1)OC ((5-bromo-6-chloropyrazin-2-yl)[(4-methoxyphenyl)methyl]amine), BrC=1N=CC(=NC1Cl)NCC1=CC=C(C=C1)OC ((5-bromo-6-chloropyrazin-2-yl)[(4-methoxyphenyl)methyl]amine), BrC=1N=CC(=NC1Cl)NCC1=CC=C(C=C1)OC ((5-bromo-6-chloropyrazin-2-yl)[(4-methoxyphenyl)methyl]amine), BrC=1N=CC(=NC1Cl)NCC1=CC=C(C=C1)OC ((5-bromo-6-chloropyrazin-2-yl)[(4-methoxyphenyl)methyl]amine). Product: COC1=C(C=C(C=C1)OC(F)(F)F)C=1C(=NC(=CN1)Cl)NCC1=CC=C(C=C1)OC ((3-(2-methoxy-5-trifluoromethoxyphenyl)-6-chloropyrazin-2-yl)[(4-methoxyphenyl)methyl]amine). Run in C(C)(=O)OCC (ethyl acetate). Reported procedure: In a pressure tube, a mixture of the product from step A (1 equivalent), 2-methoxy-5-trifluoromethoxyphenylboronic acid (1.6 equivalents) and Pd(PPh3)4 (0.04 equivalents) in toluene (4 ml/mmol of product from step A), ethanol (0.2 ml/mmol of product from step A) and aqueous K2CO3 (2M, 2 ml/mmol of product from step A) is heated to 80° C. for 16 hours. The mixture is diluted with ethyl acetate, and the organic fraction washed with NaOH (2M, 20 mL/mmol of product from step A) and brine (3×20 ml/mm... Reactants: BrC=1C=CC(=C(C1)C(CC1=CC=C(C=C1)F)=O)O (1-(5-Bromo-2-hydroxyphenyl)-2-(4-fluorophenyl)ethanone), C(C)(=O)[O-].[Na+] (sodium acetate). Solvent: C(C)(=O)OC(C)=O (acetic anhydride). The product is BrC=1C=C2C(C(=C(OC2=CC1)C)C1=CC=C(C=C1)F)=O (6-Bromo-3-(4-fluorophenyl)-2-methyl-4H-chromen-4-one). Yield: 62.4%. Reaction SMILES: [Br:1][C:2]1[CH:3]=[CH:4][C:5]([OH:18])=[C:6]([C:8](=[O:17])[CH2:9][C:10]2[CH:15]=[CH:14][C:13]([F:16])=[CH:12][CH:11]=2)[CH:7]=1.[C:19]([O-])(=O)[CH3:20].[Na+]>C(OC(=O)C)(=O)C>[Br:1][C:2]1[CH:7]=[C:6]2[C:5](=[CH:4][CH:3]=1)[O:18][C:19]([CH3:20])=[C:9]([C:10]1[CH:15]=[CH:14][C:13]([F:16])=[CH:12][CH:11]=1)[C:8]2=[O:17] |f:1.2|. Reported procedure: Intermediate 6 (6.1 g, 19.73 mmoles) was taken in a RB flask and to this acetic anhydride (40 ml) and sodium acetate (11.3 g, 137.75 mmoles) were added and the mixture was refluxed for 12 h. After cooling to RT, the reaction mixture was quenched by the addition of ice cold water. The solid formed was filtered and washed with water. The product was dried under vacuum to afford the title compound as white solid (4.1 g, 63% yield). 1H-NMR (δ ppm, CDCl3, 400 MHz): δ 8.35(d, J=1.9 Hz, 1H), 7.77(dd, J... Reactants: C1(CCCC1)C(=O)O (cyclopentanecarboxylic acid), C(C)(C)NC(C)C (Diisopropylamine), C1(=CC=CC=C1)CCCCC=O (5-phenylpentanal), C(CCC)[Li] (n-butyl lithium), hexanes. Run in C1CCOC1 (THF), C1CCOC1 (THF), C1CCOC1 (THF). Conditions: temperature -40 celsius, time 8 hour. Product: OC(CCCCC1=CC=CC=C1)C1(CCCC1)C(=O)O (1-(1-hydroxy-5-phenylpentyl)cyclopentanecarboxylic acid). Isolated yield 76.5%. As a reaction SMILES: C(NC(C)C)(C)C.C([Li])CCC.[CH:13]1([C:18]([OH:20])=[O:19])[CH2:17][CH2:16][CH2:15][CH2:14]1.[C:21]1([CH2:27][CH2:28][CH2:29][CH2:30][CH:31]=[O:32])[CH:26]=[CH:25][CH:24]=[CH:23][CH:22]=1>C1COCC1>[OH:32][CH:31]([C:13]1([C:18]([OH:20])=[O:19])[CH2:17][CH2:16][CH2:15][CH2:14]1)[CH2:30][CH2:29][CH2:28][CH2:27][C:21]1[CH:22]=[CH:23][CH:24]=[CH:25][CH:26]=1. Reported procedure: Diisopropylamine (17.5 mL, 124 mmol) is dissolved in THF (80 mL), cooled to -40° C. and 2.38 M n-butyl lithium in hexanes (52 mL, 124 mmol) is added over 5 minutes. The reaction is allowed to warm to 0° C. and cyclopentanecarboxylic acid (6.7 mL, 62 mmol) in THF (60 mL) is added over 5 minutes. The reaction is heated at 40° C. for 1 hour. The reaction is cooled to -78° C. and 5-phenylpentanal (10 g, 62 mmol) in THF (20 mL) is added dropwise over 15 minutes. The cooling bath is removed and the re... The reactants are ClCCCCCS(=O)(=O)CCCC(C(F)(F)F)(F)F (5-(5-Chloropentylsulfonyl)-1,1,1,2,2-pentafluoropentane), C([O-])([O-])=O.[K+].[K+] (potassium carbonate), C1COCCOCCOCCOCCOCCO1 (18-crown-6), OC1=CC=C(C=C1)C1C(CSC2=CC(=CC=C12)OCOC)(C)C1=CC=C(C=C1)OCOC ((3RS,4RS)-4-(4-hydroxyphenyl)-7-methoxymethyloxy-3-[4-(methoxymethyloxy)phenyl]-3-methylthiochroman). Run in O (water), C1=CC=CC=C1.CN(C=O)C (benzene dimethylformamide). Run at temperature 100 celsius, time 8 hour. Yields the product COCOC1=CC=C2C(C(CSC2=C1)(C)C1=CC=C(C=C1)OCOC)C1=CC=C(C=C1)OCCCCCS(=O)(=O)CCCC(C(F)(F)F)(F)F ((3RS,4RS)-7-methoxymethyloxy-3-[4-(methoxymethyloxy)phenyl]-3-methyl-4-[4(5(4,4,5,5,5-pentafluoropentylsulfonyl)pentyloxy)phenyl]thiochroman). Isolated yield 66.9%. As a reaction SMILES: Cl[CH2:2][CH2:3][CH2:4][CH2:5][CH2:6][S:7]([CH2:10][CH2:11][CH2:12][C:13]([F:19])([F:18])[C:14]([F:17])([F:16])[F:15])(=[O:9])=[O:8].C(=O)([O-])[O-].[K+].[K+].C1OCCOCCOCCOCCOCCOC1.[OH:44][C:45]1[CH:50]=[CH:49][C:48]([CH:51]2[C:60]3[C:55](=[CH:56][C:57]([O:61][CH2:62][O:63][CH3:64])=[CH:58][CH:59]=3)[S:54][CH2:53][C:52]2([C:66]2[CH:71]=[CH:70][C:69]([O:72][CH2:73][O:74][CH3:75])=[CH:68][CH:67]=2)[CH3:65])=[CH:47][CH:46]=1>O.C1C=CC=CC=1.CN(C)C=O>[CH3:64][O:63][CH2:62][O:61][C:57]1[CH:56]=[C:55]2[C:60]([CH:51]([C:48]3[CH:47]=[CH:46][C:45]([O:44][CH2:2][CH2:3][CH2:4][CH2:5][CH2:6][S:7]([CH2:10][CH2:11][CH2:12][C:13]([F:19])([F:18])[C:14]([F:17])([F:16])[F:15])(=[O:9])=[O:8])=[CH:50][CH:49]=3)[C:52]([C:66]3[CH:71]=[CH:70][C:69]([O:72][CH2:73][O:74][CH3:75])=[CH:68][CH:67]=3)([CH3:65])[CH2:53][S:54]2)=[CH:59][CH:58]=1 |f:1.2.3,7.8|. Procedure: 5-(5-Chloropentylsulfonyl)-1,1,1,2,2-pentafluoropentane (27 mg, 0.082 mmol), potassium carbonate (34 mg, 0.25 mmol) and 18-crown-6 (21 mg, 0.08 mmol) were added to benzene-dimethylformamide (1:1) solution (2 ml) of (3RS,4RS)-4-(4-hydroxyphenyl)-7-methoxymethyloxy-3-[4-(methoxymethyloxy)phenyl]-3-methylthiochroman (37 mg, 0.082 mmol) and then stirred for 8 hours at 100° C. under argon atmosphere. After adding water, the reaction solution was extracted with ethyl acetate. The organic layer was was... Starting materials: COC(=O)c1cc(C=O)c(I)n1Cc1cccc(CBr)c1, [K+], [K+], O=C([O-])[O-], CN(C)C=O, O, OCCCCc1c[nH]c2ccccc12. As a reaction SMILES: [Br:1][CH2:2][c:3]1[cH:4][c:5]([CH2:6][n:7]2[c:8]([C:15](=[O:16])[O:17][CH3:18])[cH:9][c:10]([CH:13]=[O:14])[c:11]2[I:12])[cH:19][cH:20][cH:21]1.[K+:36].[K+:37].[O-:38][C:39]([O-:40])=[O:41].[O:43]=[CH:44][N:45]([CH3:46])[CH3:47].[OH2:42].[nH:22]1[c:23]2[c:24]([cH:25][cH:26][cH:27][cH:28]2)[c:29]([CH2:30][CH2:31][CH2:32][CH2:33][OH:35])[cH:34]1>>[CH2:2]([c:3]1[cH:4][c:5]([CH2:6][n:7]2[c:8]([C:15](=[O:16])[O:17][CH3:18])[cH:9][c:10]([CH:13]=[O:14])[c:11]2[I:12])[cH:19][cH:20][cH:21]1)[OH:35]. Product: COC(=O)c1cc(C=O)c(I)n1Cc1cccc(CO)c1. Starting materials: ClCCl, C[Si](C)(C)C#N, Cl[Sn](Cl)(Cl)Cl, Cc1ccc(C(=O)Cl)cc1. The product is Cc1ccc(C(=O)C#N)cc1. As a reaction SMILES: [CH2:22]([Cl:23])[Cl:24].[CH3:11][Si:12]([CH3:13])([CH3:14])[C:15]#[N:16].[Sn:17]([Cl:18])([Cl:19])([Cl:20])[Cl:21].[c:1]1([CH3:10])[cH:2][cH:3][c:4]([C:7](=[O:8])[Cl:9])[cH:5][cH:6]1>>[c:1]1([CH3:10])[cH:2][cH:3][c:4]([C:7](=[O:8])[C:15]#[N:16])[cH:5][cH:6]1. Reactants: [Li]CCCC, C1CCOC1, CN(C)CCN(C)C, ICCCCI, O=C1Cc2ccccc2N1, O. Product: O=C1Nc2ccccc2C12CCCC2. As a reaction SMILES: [CH2:11]([CH2:12][CH2:13][CH3:14])[Li:15].[CH2:30]1[O:31][CH2:32][CH2:33][CH2:34]1.[CH3:16][N:17]([CH3:18])[CH2:19][CH2:20][N:21]([CH3:22])[CH3:23].[I:24][CH2:25][CH2:26][CH2:27][CH2:28][I:29].[NH:1]1[C:2](=[O:10])[CH2:3][c:4]2[cH:5][cH:6][cH:7][cH:8][c:9]21.[OH2:35]>>[NH:1]1[C:2](=[O:10])[C:3]2([c:4]3[cH:5][cH:6][cH:7][cH:8][c:9]31)[CH2:11][CH2:12][CH2:13][CH2:14]2. Reactants: C(C)(=O)OCC (ethyl acetate), CC(C)(C)OC(=O)NC1CCN(CC1)CCNC1=NC(=CC=C1NCC(=O)OCC)OC (ethyl N-[2-({2-[4-({[(1,1-dimethylethyl)oxy]carbonyl}amino)-1-piperidinyl]ethyl}amino)-6-(methyloxy)-3-pyridinyl]glycinate). Procedure: A solution of ethyl N-[2-({2-[4-({[(1,1-dimethylethyl)oxy]carbonyl}amino)-1-piperidinyl]ethyl}amino)-6-(methyloxy)-3-pyridinyl]glycinate (1.2 g, 2.7 mmol) in toluene (400 ml) was heated to reflux under argon for 24 hours. This solution was treated at rt with manganese dioxide (2.0 g, 23 mmol). After 7 h the mixture was filtered, washing with warm toluene then evaporated affording a dark oil. Chromatography on silica eluting with 0-100% ethyl acetate in hexane afforded a yellow solid (470 mg, 43%... Reagents/catalysts: [O-2].[O-2].[Mn+4] (manganese dioxide). As a reaction SMILES: [CH3:1][C:2]([O:5][C:6]([NH:8][CH:9]1[CH2:14][CH2:13][N:12]([CH2:15][CH2:16][NH:17][C:18]2[C:23]([NH:24][CH2:25][C:26]([O:28]CC)=O)=[CH:22][CH:21]=[C:20]([O:31][CH3:32])[N:19]=2)[CH2:11][CH2:10]1)=[O:7])([CH3:4])[CH3:3].C(OCC)(=O)C>C1(C)C=CC=CC=1.CCCCCC.[O-2].[O-2].[Mn+4]>[CH3:32][O:31][C:20]1[CH:21]=[CH:22][C:23]2[N:24]=[CH:25][C:26](=[O:28])[N:17]([CH2:16][CH2:15][N:12]3[CH2:11][CH2:10][CH:9]([NH:8][C:6](=[O:7])[O:5][C:2]([CH3:1])([CH3:3])[CH3:4])[CH2:14][CH2:13]3)[C:18]=2[N:19]=1 |f:4.5.6|. Isolated yield 43.1%. Product: COC=1C=CC2=C(N(C(C=N2)=O)CCN2CCC(CC2)NC(OC(C)(C)C)=O)N1 (1,1-Dimethylethyl (1-{2-[6-(methyloxy)-3-oxopyrido[2,3-b]pyrazin-4(3H)-yl]ethyl}-4-piperidinyl)carbamate). Solvent: CCCCCC (hexane), C1(=CC=CC=C1)C (toluene). Starting materials: Cl (HCl), NC=1N=CC2=C(N1)NC(S2)=S (5-Amino-3H-thiazolo[4,5-d]pyrimidin-2-thione), O (water), Cl[O-].[Na+] (sodium hypochlorite). Conditions: temperature 80 celsius, time 30 minute. Product: NC=1N=CC2=C(N1)NC(S2)=O (5-amino-3H-thiazolo[4,5-d]pyrimidin-2-one). Isolated yield 27.4%. Reaction SMILES: [NH2:1][C:2]1[N:3]=[CH:4][C:5]2[S:10][C:9](=S)[NH:8][C:6]=2[N:7]=1.[OH2:12].Cl[O-].[Na+].Cl>>[NH2:1][C:2]1[N:3]=[CH:4][C:5]2[S:10][C:9](=[O:12])[NH:8][C:6]=2[N:7]=1 |f:2.3|. Procedure details: 5-Amino-3H-thiazolo[4,5-d]pyrimidin-2-thione (0.24 g, 1.3 mmol, 1.0 eq) was dissolved in 8 ml water containing 0.1 g NaOH (2.5 mmol, 2.5 eq). The resulting solution was heated to 80° C. A solution of sodium hypochlorite (NaClO) (4.4 ml, 10-13% solution, 5 eq) was added slowly to the above solution at about 80° C. and stirring was continued at 80-90° C. for 30 minutes. The solution was cooled down to about 70° C. and a concentrated HCl solution (0.3 ml, 37%, 2.3 eq.) was added, after which the re...